From a dataset of the Open Reaction Database (ORD), a public repository of structured organic reaction records. describe an organic reaction: reactants, conditions, products, and yield Starting materials: ClC1=NC=CC(=C1)OC=1C=CC(=NC1)NC(=O)N1C(N(CC1)C1CCOCC1)=O (N-(5-((2-chloropyridin-4-yl)oxy)pyridin-2-yl)-2-oxo-3-(tetrahydro-2H-pyran-4-yl)imidazolidine-1-carboxamide), C(C)N1N=CC(=C1)B1OC(C(O1)(C)C)(C)C (1-ethyl-4-(4,4,5,5-tetramethyl-1,3,2-dioxaborolan-2-yl)-1H-pyrazole), C(=O)([O-])[O-].[K+].[K+] (K2CO3). Reagents/catalysts: C=1C=CC(=CC1)[P](C=2C=CC=CC2)(C=3C=CC=CC3)[Pd]([P](C=4C=CC=CC4)(C=5C=CC=CC5)C=6C=CC=CC6)([P](C=7C=CC=CC7)(C=8C=CC=CC8)C=9C=CC=CC9)[P](C=1C=CC=CC1)(C=1C=CC=CC1)C=1C=CC=CC1 (Pd(PPh3)4). The solvent is O1CCOCC1.O (dioxane water). Conditions: temperature 80 celsius. Product: C(C)N1N=CC(=C1)C1=NC=CC(=C1)OC=1C=CC(=NC1)NC(=O)N1C(N(CC1)C1CCOCC1)=O (N-(5-((2-(1-ethyl-1H-pyrazol-4-yl)pyridin-4-yl)oxy)pyridin-2-yl)-2-oxo-3-(tetrahydro-2H-pyran-4-yl)imidazolidine-1-carboxamide). Isolated yield 71.7%. Reaction SMILES: Cl[C:2]1[CH:7]=[C:6]([O:8][C:9]2[CH:10]=[CH:11][C:12]([NH:15][C:16]([N:18]3[CH2:22][CH2:21][N:20]([CH:23]4[CH2:28][CH2:27][O:26][CH2:25][CH2:24]4)[C:19]3=[O:29])=[O:17])=[N:13][CH:14]=2)[CH:5]=[CH:4][N:3]=1.[CH2:30]([N:32]1[CH:36]=[C:35](B2OC(C)(C)C(C)(C)O2)[CH:34]=[N:33]1)[CH3:31].C([O-])([O-])=O.[K+].[K+]>C1C=CC([P]([Pd]([P](C2C=CC=CC=2)(C2C=CC=CC=2)C2C=CC=CC=2)([P](C2C=CC=CC=2)(C2C=CC=CC=2)C2C=CC=CC=2)[P](C2C=CC=CC=2)(C2C=CC=CC=2)C2C=CC=CC=2)(C2C=CC=CC=2)C2C=CC=CC=2)=CC=1.O1CCOCC1.O>[CH2:30]([N:32]1[CH:36]=[C:35]([C:2]2[CH:7]=[C:6]([O:8][C:9]3[CH:10]=[CH:11][C:12]([NH:15][C:16]([N:18]4[CH2:22][CH2:21][N:20]([CH:23]5[CH2:28][CH2:27][O:26][CH2:25][CH2:24]5)[C:19]4=[O:29])=[O:17])=[N:13][CH:14]=3)[CH:5]=[CH:4][N:3]=2)[CH:34]=[N:33]1)[CH3:31] |f:2.3.4,6.7,^1:55,57,76,95|. Procedure details: A mixture of Example C1 (0.15 g, 0.40 mmol), 1-ethyl-4-(4,4,5,5-tetramethyl-1,3,2-dioxaborolan-2-yl)-1H-pyrazole (0.088 g, 0.40 mmol), and K2CO3 (0.2 g, 1.44 mmol) in 4:1 dioxane/water (5 mL) was sparged with Ar, treated with Pd(PPh3)4 (0.040 g, 0.036 mmol), sparged again with Ar and heated at 80° C. overnight. The mixture was cooled to RT, treated with brine, extracted with EtOAc (2×) and the combined organics were dried over Na2SO4, concentrated to dryness and purified via silica gel chromatog...